Dataset: the Open Reaction Database (ORD), a public repository of structured organic reaction records. Task: describe an organic reaction: reactants, conditions, products, and yield Reactants: C(C)OP(OCC)(=O)C=C1C2=C(N(CCN1)C)C=CC=C2 ((1-methyl-1,2,3,4-tetrahydrobenzo[e][1,4]diazepin-5-ylidenemethyl)phosphonic acid diethyl ester), FC1=C(C(=O)O)C=C(C=C1)F (2,5-difluorobenzoic acid). Yields the product C(C)OP(OCC)(=O)C=C1C2=C(N(CCN1)C)C=CC(=C2)F ((7-fluoro-1-methyl-1,2,3,4-tetrahydrobenzo[e][1,4]diazepin-5-ylidenemethyl)phosphonic acid diethyl ester). RXN SMILES: [CH2:1]([O:3][P:4]([CH:9]=[C:10]1[NH:16][CH2:15][CH2:14][N:13]([CH3:17])[C:12]2[CH:18]=[CH:19][CH:20]=[CH:21][C:11]1=2)(=[O:8])[O:5][CH2:6][CH3:7])[CH3:2].[F:22]C1C=CC(F)=CC=1C(O)=O>>[CH2:1]([O:3][P:4]([CH:9]=[C:10]1[NH:16][CH2:15][CH2:14][N:13]([CH3:17])[C:12]2[CH:18]=[CH:19][C:20]([F:22])=[CH:21][C:11]1=2)(=[O:8])[O:5][CH2:6][CH3:7])[CH3:2]. Procedure details: (7-fluoro-1-methyl-1,2,3,4-tetrahydrobenzo[e][1,4]diazepin-5-ylidenemethyl)phosphonic acid diethyl ester was prepared in an analogous fashion to (1-methyl-1,2,3,4-tetrahydrobenzo[e][1,4]diazepin-5-ylidenemethyl)phosphonic acid diethyl ester, prepared in Example 1, by replacing 2-fluorobenzoic acid with 2,5-difluorobenzoic acid.